This data is from the Open Reaction Database (ORD), a public repository of structured organic reaction records. The task is: describe an organic reaction: reactants, conditions, products, and yield The reactants are O (Water), C1(CCCCC1)O (Cyclohexanol), C(OC(C)Cl)(=O)Cl (1-Chloroethyl chlorocarbonate), N1=CC=CC=C1 (pyridine). The solvent is C(Cl)(Cl)Cl (chloroform). Reaction conditions: temperature -78 celsius, time 1 day. Product: C(OC(C)Cl)(OC1CCCCC1)=O (1-chloroethyl cyclohexyl carbonate). Reaction SMILES: [CH:1]1([OH:7])[CH2:6][CH2:5][CH2:4][CH2:3][CH2:2]1.N1C=CC=CC=1.[C:14](Cl)(=[O:19])[O:15][CH:16]([Cl:18])[CH3:17].O>C(Cl)(Cl)Cl>[C:14](=[O:19])([O:7][CH:1]1[CH2:6][CH2:5][CH2:4][CH2:3][CH2:2]1)[O:15][CH:16]([Cl:18])[CH3:17]. Procedure: Cyclohexanol (4.58 g) was dissolved in chloroform (75 ml), pyridine (3.63 g) was added, and the mixture was cooled to −78° C. 1-Chloroethyl chlorocarbonate (5.0 ml) was added. The reaction mixture was gradually returned to room temperature and stirred for one day. Water was added to the reaction mixture to separate the organic layer. The organic layer was washed successively with water and brine, dried over sodium sulfate, and concentrated under reduced pressure to give the title compound (8.85 ...